Dataset: the Open Reaction Database (ORD), a public repository of structured organic reaction records. Task: describe an organic reaction: reactants, conditions, products, and yield Reactants: [OH-].[Na+] (sodium hydroxide), C(C)OCCOC1=C(C=CC(=C1)CCC(=O)OC)C1=CC(=CC=C1)N(C(=O)NCCCCCCC)C (methyl 3-[2-(2-ethoxyethoxy)-3′-(3-heptyl-1-methylureido)biphenyl-4-yl]propanoate). Run in O1CCCC1.CO (tetrahydrofuran methanol). The product is C(C)OCCOC1=C(C=CC(=C1)CCC(=O)O)C1=CC(=CC=C1)N(C(=O)NCCCCCCC)C (3-[2-(2-ethoxyethoxy)-3′-(3-heptyl-1-methylureido)biphenyl-4-yl]propanoic acid). The yield is 62.0%. As a reaction SMILES: [OH-].[Na+].[CH2:3]([O:5][CH2:6][CH2:7][O:8][C:9]1[CH:14]=[C:13]([CH2:15][CH2:16][C:17]([O:19]C)=[O:18])[CH:12]=[CH:11][C:10]=1[C:21]1[CH:26]=[CH:25][CH:24]=[C:23]([N:27]([CH3:38])[C:28]([NH:30][CH2:31][CH2:32][CH2:33][CH2:34][CH2:35][CH2:36][CH3:37])=[O:29])[CH:22]=1)[CH3:4]>O1CCCC1.CO>[CH2:3]([O:5][CH2:6][CH2:7][O:8][C:9]1[CH:14]=[C:13]([CH2:15][CH2:16][C:17]([OH:19])=[O:18])[CH:12]=[CH:11][C:10]=1[C:21]1[CH:26]=[CH:25][CH:24]=[C:23]([N:27]([CH3:38])[C:28]([NH:30][CH2:31][CH2:32][CH2:33][CH2:34][CH2:35][CH2:36][CH3:37])=[O:29])[CH:22]=1)[CH3:4] |f:0.1,3.4|. Reported procedure: In a manner similar to that of Example (19g), by reaction of 400 mg (10 mmol, 14 eq) of sodium hydroxide and methyl 3-[2-(2-ethoxyethoxy)-3′-(3-heptyl-1-methylureido)biphenyl-4-yl]propanoate, obtained in the preceding step, in 10 ml of a tetrahydrofuran/methanol mixture (8/2), and after crystallization from pentane and isopropyl ether, 245 mg of 3-[2-(2-ethoxyethoxy)-3′-(3-heptyl-1-methylureido)biphenyl-4-yl]propanoic acid are obtained in the form of a white powder (m.p.=63° C.). Yield=62% over ... Reactants: N1(CCCCC1)C1=CC=C(CC2N(CCC3=CC(=CC=C23)OCC2=CC=CC=C2)C2=CC=C(C=C2)F)C=C1 (1-{4-(N-Piperidyl)benzyl}-2-(4-fluorophenyl}-6-phenylmethoxy-1,2,3,4-tetrahydroisoquinoline). RXN SMILES: [N:1]1([C:7]2[CH:38]=[CH:37][C:10]([CH2:11][CH:12]3[C:21]4[C:16](=[CH:17][C:18]([O:22]CC5C=CC=CC=5)=[CH:19][CH:20]=4)[CH2:15][CH2:14][N:13]3[C:30]3[CH:35]=[CH:34][C:33]([F:36])=[CH:32][CH:31]=3)=[CH:9][CH:8]=2)[CH2:6][CH2:5][CH2:4][CH2:3][CH2:2]1>[Pd]>[N:1]1([C:7]2[CH:38]=[CH:37][C:10]([CH2:11][CH:12]3[C:21]4[C:16](=[CH:17][C:18]([OH:22])=[CH:19][CH:20]=4)[CH2:15][CH2:14][N:13]3[C:30]3[CH:31]=[CH:32][C:33]([F:36])=[CH:34][CH:35]=3)=[CH:9][CH:8]=2)[CH2:6][CH2:5][CH2:4][CH2:3][CH2:2]1. Procedure details: 1-{4-(N-Piperidyl)benzyl}-2-(4-fluorophenyl}-6-phenylmethoxy-1,2,3,4-tetrahydroisoquinoline (0.25 g, 0.49 mmol) was treated with H2 in 10% Pd/C as described in Example 14. D to yield 1-{4-(N-piperidyl)benzyl}-2-(4-fluorophenyl}-1,2,3,4-tetrahydroisoquinoline-6-ol. Treatment of the free base with conc. HCl in ether produces a fine white solid. The precipitate is filtered and dried under high vacuum to yield the title compound. (0.096 g, 47% yield): m.p. 177-179° C. (dec.). Product: N1(CCCCC1)C1=CC=C(CC2N(CCC3=CC(=CC=C23)O)C2=CC=C(C=C2)F)C=C1 (1-{4-(N-piperidyl)benzyl}-2-(4-fluorophenyl}-1,2,3,4-tetrahydroisoquinoline-6-ol). Run in [Pd] (Pd/C). Starting materials: BrCCCBr, O=C([O-])[O-], CN(C)C=O, Oc1c(Cl)cc(OCC=C(Cl)Cl)cc1Cl, CC(C)Oc1ccc(SCCCCOc2c(Cl)cc(OCC=C(Cl)Cl)cc2Cl)cc1, [K+], [K+], O. The product is ClC(Cl)=CCOc1cc(Cl)c(OCCCBr)c(Cl)c1. RXN SMILES: [Br:1][CH2:2][CH2:3][CH2:4][Br:5].[C:6](=[O:7])([O-:8])[O-:9].[CH3:57][N:58]([CH3:59])[CH:60]=[O:61].[Cl:12][c:13]1[c:14]([OH:26])[c:15]([Cl:25])[cH:16][c:17]([O:19][CH2:20][CH:21]=[C:22]([Cl:23])[Cl:24])[cH:18]1.[Cl:27][c:28]1[cH:29][c:30]([O:31][CH2:32][CH:33]=[C:34]([Cl:35])[Cl:36])[cH:37][c:38]([Cl:39])[c:40]1[O:41][CH2:42][CH2:43][CH2:44][CH2:45][S:46][c:47]1[cH:48][cH:49][c:50]([O:51][CH:52]([CH3:53])[CH3:54])[cH:55][cH:56]1.[K+:10].[K+:11].[OH2:62]>>[Br:1][CH2:2][CH2:3][CH2:4][O:26][c:14]1[c:13]([Cl:12])[cH:18][c:17]([O:19][CH2:20][CH:21]=[C:22]([Cl:23])[Cl:24])[cH:16][c:15]1[Cl:25]. Starting materials: COc1ccc(CCN)cc1OC, O=C(O)Cc1ccc2ccccc2c1. Reaction SMILES: [CH3:1][O:2][c:3]1[cH:4][cH:5][c:6]([CH2:7][CH2:8][NH2:9])[cH:10][c:11]1[O:12][CH3:13].[OH:14][C:15](=[O:16])[CH2:17][c:18]1[cH:19][cH:20][c:21]2[cH:22][cH:23][cH:24][cH:25][c:26]2[cH:27]1>>[CH3:1][O:2][c:3]1[cH:4][cH:5][c:6]([CH2:7][CH2:8][NH:9][C:15](=[O:14])[CH2:17][c:18]2[cH:19][cH:20][c:21]3[cH:22][cH:23][cH:24][cH:25][c:26]3[cH:27]2)[cH:10][c:11]1[O:12][CH3:13]. Yields the product COc1ccc(CCNC(=O)Cc2ccc3ccccc3c2)cc1OC. Starting materials: C(CCC)P(CCCC)CCCC (tributylphosphine), C(CCC)[Li] (n-butyllithium), C1(C=CCC1)=O (2-cyclopentene-1-one), [Cl-].[NH4+] (ammonium chloride). Reagents/catalysts: [Cu](I)I (copper iodide). The solvent is C(C)OCC (Diethyl ether), CCCCCC (hexane), C(C)OCC (diethyl ether). Run at temperature -78 celsius, time 20 minute. The product is C(CCC)C1CC(CC1)=O (3-butyl-cyclopentanone). Reaction SMILES: C(P(CCCC)CCCC)CCC.[CH2:14]([Li])[CH2:15][CH2:16][CH3:17].[C:19]1(=[O:24])[CH2:23][CH2:22][CH:21]=[CH:20]1.[Cl-].[NH4+]>[Cu](I)I.C(OCC)C.CCCCCC>[CH2:14]([CH:21]1[CH2:22][CH2:23][C:19](=[O:24])[CH2:20]1)[CH2:15][CH2:16][CH3:17] |f:3.4|. Procedure: Diethyl ether (800 ml) and tributylphosphine (83 ml) were added to copper iodide (41.4 g) in a reaction vessel under an atmosphere of nitrogen, and the mixture was cooled to −78° C., and then n-butyllithium (1.65 M, a hexane solution) (19 ml) was added dropwise at a temperature of −70° C. or lower. The stirring was continued at −78° C. for 20 minutes, and 2-cyclopentene-1-one (17.0 g) in a diethyl ether (150 ml) solution was added dropwise at a temperature of −70° C. or lower. After the mixture ... The reactants are Cc1nc(CN2CCN(c3c(Cl)cnc4[nH]c(-c5ccc(CN6CCN(C(=O)OC(C)(C)C)CC6)cc5)nc34)CC2)cs1, ClCCl, O=C(O)C(F)(F)F. Yields the product Cc1nc(CN2CCN(c3c(Cl)cnc4[nH]c(-c5ccc(CN6CCNCC6)cc5)nc34)CC2)cs1. Reaction SMILES: [Cl:1][c:2]1[c:3]([N:31]2[CH2:32][CH2:33][N:34]([CH2:37][c:38]3[n:39][c:40]([CH3:43])[s:41][cH:42]3)[CH2:35][CH2:36]2)[c:4]2[c:5]([n:6][cH:7]1)[nH:8][c:9](-[c:11]1[cH:12][cH:13][c:14]([CH2:15][N:16]3[CH2:17][CH2:18][N:19]([C:22]([O:23][C:24]([CH3:25])([CH3:26])[CH3:27])=[O:28])[CH2:20][CH2:21]3)[cH:29][cH:30]1)[n:10]2.[Cl:51][CH2:52][Cl:53].[F:44][C:45]([F:46])([F:47])[C:48]([OH:49])=[O:50]>>[Cl:1][c:2]1[c:3]([N:31]2[CH2:32][CH2:33][N:34]([CH2:37][c:38]3[n:39][c:40]([CH3:43])[s:41][cH:42]3)[CH2:35][CH2:36]2)[c:4]2[c:5]([n:6][cH:7]1)[nH:8][c:9](-[c:11]1[cH:12][cH:13][c:14]([CH2:15][N:16]3[CH2:17][CH2:18][NH:19][CH2:20][CH2:21]3)[cH:29][cH:30]1)[n:10]2. Starting materials: CCc1cc(Br)ccc1CBr, C1CCNC1, ClCCl. Product: CCc1cc(Br)ccc1CN1CCCC1. RXN SMILES: [Br:1][c:2]1[cH:3][c:4]([CH2:10][CH3:11])[c:5]([CH2:8][Br:9])[cH:6][cH:7]1.[CH2:12]1[CH2:13][CH2:14][NH:15][CH2:16]1.[Cl:17][CH2:18][Cl:19]>>[Br:1][c:2]1[cH:3][c:4]([CH2:10][CH3:11])[c:5]([CH2:8][N:15]2[CH2:14][CH2:13][CH2:12][CH2:16]2)[cH:6][cH:7]1.